From a dataset of the Open Reaction Database (ORD), a public repository of structured organic reaction records. describe an organic reaction: reactants, conditions, products, and yield Reactants: [Ag+], CC(C)(C)C(=O)O, CC#N, CCOCC, O=[N+]([O-])[O-], O, O=C1C=C(O)C(=O)c2ccccc21. Product: CC(C)(C)C1=C(O)C(=O)c2ccccc2C1=O. Reaction SMILES: [Ag+:34].[CH3:14][C:15]([CH3:16])([CH3:17])[C:18](=[O:19])[OH:20].[CH3:21][C:22]#[N:23].[CH3:25][CH2:26][O:27][CH2:28][CH3:29].[N+:30]([O-:31])([O-:32])=[O:33].[OH2:24].[OH:1][C:2]1=[CH:3][C:4](=[O:5])[c:6]2[cH:7][cH:8][cH:9][cH:10][c:11]2[C:12]1=[O:13]>>[OH:1][C:2]1=[C:3]([C:15]([CH3:14])([CH3:16])[CH3:17])[C:4](=[O:5])[c:6]2[cH:7][cH:8][cH:9][cH:10][c:11]2[C:12]1=[O:13].